Dataset: the Open Reaction Database (ORD), a public repository of structured organic reaction records. Task: describe an organic reaction: reactants, conditions, products, and yield Starting materials: CC#N, O=[N+]([O-])c1ccc(Oc2ccc(C(F)(F)F)cc2Cl)cc1[N+](=O)[O-], COP(OC)c1ccccc1. The product is COP(=O)(c1ccccc1)c1cc(Oc2ccc(C(F)(F)F)cc2Cl)ccc1[N+](=O)[O-]. RXN SMILES: [CH3:36][C:37]#[N:38].[Cl:1][c:2]1[c:3]([O:4][c:5]2[cH:6][c:7]([N+:14]([O-:15])=[O:16])[c:8]([N+:11](=[O:12])[O-:13])[cH:9][cH:10]2)[cH:17][cH:18][c:19]([C:21]([F:22])([F:23])[F:24])[cH:20]1.[c:25]1([P:31]([O:32][CH3:33])[O:34][CH3:35])[cH:26][cH:27][cH:28][cH:29][cH:30]1>>[Cl:1][c:2]1[c:3]([O:4][c:5]2[cH:6][c:7]([P:31]([c:25]3[cH:26][cH:27][cH:28][cH:29][cH:30]3)([O:32][CH3:33])=[O:34])[c:8]([N+:11](=[O:12])[O-:13])[cH:9][cH:10]2)[cH:17][cH:18][c:19]([C:21]([F:22])([F:23])[F:24])[cH:20]1. Product: C(C)(C)(C)OC(COC1=C(C=C(C=C1)Cl)C#CC1=C(C=CC(=C1)S(=O)(=O)N)C)=O (tert-butyl(2-{[5-(aminosulfonyl)-2-methylphenyl]ethynyl}-4-chlorophenoxy)acetate). Procedure details: Following the general method as outlined in Intermediate 20, starting from (4-chloro-2-ethynyl-phenoxy)-acetic acid tert-butyl ester (Intermediate 3) and 3-bromo-4-methylbenzenesulfonamide (Intermediate 152), the title compound was obtained as a brown sticky solid after purification by flash column chromatography (silica), eluting with cyclohexane containing increasing amounts of EtOAc. The reactants are Intermediate 20, BrC=1C=C(C=CC1C)S(=O)(=O)N (3-bromo-4-methylbenzenesulfonamide), BrC=1C=C(C=CC1C)S(=O)(=O)N (3-bromo-4-methylbenzenesulfonamide), C(C)(C)(C)OC(COC1=C(C=C(C=C1)Cl)C#C)=O (tert-butyl(4-chloro-2-ethynylphenoxy)acetate), C(C)(C)(C)OC(COC1=C(C=C(C=C1)Cl)C#C)=O (tert-butyl(4-chloro-2-ethynylphenoxy)acetate). As a reaction SMILES: [C:1]([O:5][C:6](=[O:18])[CH2:7][O:8][C:9]1[CH:14]=[CH:13][C:12]([Cl:15])=[CH:11][C:10]=1[C:16]#[CH:17])([CH3:4])([CH3:3])[CH3:2].Br[C:20]1[CH:21]=[C:22]([S:27]([NH2:30])(=[O:29])=[O:28])[CH:23]=[CH:24][C:25]=1[CH3:26]>>[C:1]([O:5][C:6](=[O:18])[CH2:7][O:8][C:9]1[CH:14]=[CH:13][C:12]([Cl:15])=[CH:11][C:10]=1[C:16]#[C:17][C:20]1[CH:21]=[C:22]([S:27]([NH2:30])(=[O:29])=[O:28])[CH:23]=[CH:24][C:25]=1[CH3:26])([CH3:4])([CH3:3])[CH3:2]. Reactants: CNC[C@H](O)[C@@H](O)[C@H](O)[C@H](O)CO (N-methyl-D-glucamine), C(C)OC(CC(CCC12CC3CC(CC(C1)C3)C2)=O)=O (5-adamantan-1-yl-3-oxo-pentanoic acid ethyl ester), C(C1=CC=CC=C1)OC(C1=CC(C(=O)OCC2=CC=CC=C2)=CC(=C1)N)=O (5-amino-isophthalic acid dibenzyl ester), CC1=C(C=CC=C1)C(CBr)=O (o-methyl-2-bromo-1-phenyl-ethanone), C(C1=CC=CC=C1)OC(C1=CC(=CC=C1)N)=O (3-amino-benzoic acid benzyl ester). Run in O.O1CCOCC1 (water dioxan), O (H2O). The product is C12(CC3CC(CC(C1)C3)C2)CCC=2NC(=CC2C(=O)NC=2C=C(C(=O)O)C=CC2)C2=C(C=CC=C2)C (3-{[2-(2-Adamantan-1-yl-ethyl)-5-o-tolyl-1H-pyrrole-3-carbonyl]-amino}-benzoic Acid). Reaction SMILES: C([O:3][C:4](=O)[CH2:5][C:6](=O)[CH2:7][CH2:8][C:9]12[CH2:18][CH:13]3[CH2:14][CH:15]([CH2:17][CH:11]([CH2:12]3)[CH2:10]1)[CH2:16]2)C.[CH3:21][C:22]1[CH:27]=[CH:26][CH:25]=[CH:24][C:23]=1[C:28](=O)[CH2:29]Br.C([O:39][C:40](=[O:48])[C:41]1[CH:46]=[CH:45][CH:44]=[C:43]([NH2:47])[CH:42]=1)C1C=CC=CC=1.C(OC(=O)C1C=C([NH2:74])C=C(C(OCC2C=CC=CC=2)=O)C=1)C1C=CC=CC=1.CNC[C@@H]([C@H]([C@@H]([C@@H](CO)O)O)O)O>O.O.O1CCOCC1>[C:9]12([CH2:8][CH2:7][C:6]3[NH:74][C:28]([C:23]4[CH:24]=[CH:25][CH:26]=[CH:27][C:22]=4[CH3:21])=[CH:29][C:5]=3[C:4]([NH:47][C:43]3[CH:42]=[C:41]([CH:46]=[CH:45][CH:44]=3)[C:40]([OH:39])=[O:48])=[O:3])[CH2:18][CH:13]3[CH2:14][CH:15]([CH2:17][CH:11]([CH2:12]3)[CH2:10]1)[CH2:16]2 |f:6.7|. Procedure details: The title compound was synthesised following the procedure of Example 1, with the modification that 5-adamantan-1-yl-3-oxo-pentanoic acid ethyl ester was used instead of 4-adamantan-1-yl-3-oxo-butyric acid ethyl ester, and o-methyl-2-bromo-1-phenyl-ethanone was used instead of 2-bromo-1-phenyl-ethanone in step a, and 3-amino-benzoic acid benzyl ester replaced 5-amino-isophthalic acid dibenzyl ester in step d. 1H NMR (300 MHz, d6-DMSO) 13.0 (1H, br s), 11.22 (1H, s), 9.51 (1H, s), 8.32 (1H, s), 8... The reactants are COc1ccc(C(=O)NCCC(O)C(=O)O)cc1, O=C(OC(=O)C(F)(F)F)C(F)(F)F, O=C([O-])C(F)(F)F, [Na+]. The product is COc1ccc(C(=O)N2CCC(O)C2=O)cc1. As a reaction SMILES: [CH3:1][O:2][c:3]1[cH:4][cH:5][c:6]([C:7](=[O:8])[NH:9][CH2:10][CH2:11][CH:12]([C:13](=[O:14])[OH:15])[OH:16])[cH:17][cH:18]1.[F:19][C:20]([F:21])([F:22])[C:23]([O:24][C:25](=[O:26])[C:27]([F:28])([F:29])[F:30])=[O:31].[F:32][C:33]([F:34])([F:35])[C:36]([O-:37])=[O:38].[Na+:39]>>[CH3:1][O:2][c:3]1[cH:4][cH:5][c:6]([C:7](=[O:8])[N:9]2[CH2:10][CH2:11][CH:12]([OH:16])[C:13]2=[O:14])[cH:17][cH:18]1. The reactants are ClC=1C=C(C=CC1Cl)C(C(=O)N)(C(=O)N)O (3,4-dichlorophenylhydroxymalonic acid diamide), ClC1=C(C(=O)Cl)C=CC=C1 (o-chlorobenzoyl chloride). The solvent is N1=CC=CC=C1 (pyridine), C(C)(=O)OCC (ethyl acetate). Reaction conditions: time 1 hour. The product is ClC=1C=C(C=CC1Cl)C(C(=O)N)(C(=O)N)OC(C1=C(C=CC=C1)Cl)=O (3,4-dichlorophenyl-(2-chlorobenzoyloxy)-malonic acid diamide). Yield: 33.1%. RXN SMILES: [Cl:1][C:2]1[CH:3]=[C:4]([C:9]([OH:16])([C:13]([NH2:15])=[O:14])[C:10]([NH2:12])=[O:11])[CH:5]=[CH:6][C:7]=1[Cl:8].[Cl:17][C:18]1[CH:26]=[CH:25][CH:24]=[CH:23][C:19]=1[C:20](Cl)=[O:21]>N1C=CC=CC=1.C(OCC)(=O)C>[Cl:1][C:2]1[CH:3]=[C:4]([C:9]([O:16][C:20](=[O:21])[C:19]2[CH:23]=[CH:24][CH:25]=[CH:26][C:18]=2[Cl:17])([C:10]([NH2:12])=[O:11])[C:13]([NH2:15])=[O:14])[CH:5]=[CH:6][C:7]=1[Cl:8]. Procedure: 26.3 g of 3,4-dichlorophenylhydroxymalonic acid diamide were dissolved in 50 ml of pyridine, and 17.1 g of o-chlorobenzoyl chloride were added at below 30° C. After one hour, the mixture was stirred into cold 1NCl, the precipitate was taken up in ethyl acetate, the mixture was extracted by shaking and the extract was worked up. 26.5 g of crude product remained, and were recrystallised from 400 ml of ethanol. 13 g of pure 3,4-dichlorophenyl-(2-chlorobenzoyloxy)-malonic acid diamide of melting poi...